Dataset: the Open Reaction Database (ORD), a public repository of structured organic reaction records. Task: describe an organic reaction: reactants, conditions, products, and yield Reactants: O=C(COCc1ccccc1)Nc1ccc(O)cc1, CO, [H][H]. The product is O=C(CO)Nc1ccc(O)cc1. Reaction SMILES: [CH2:1]([c:2]1[cH:3][cH:4][cH:5][cH:6][cH:7]1)[O:8][CH2:9][C:10](=[O:11])[NH:12][c:13]1[cH:14][cH:15][c:16]([OH:19])[cH:17][cH:18]1.[CH3:22][OH:23].[H:20][H:21]>>[OH:8][CH2:9][C:10](=[O:11])[NH:12][c:13]1[cH:14][cH:15][c:16]([OH:19])[cH:17][cH:18]1. Reactants: C(C)(=O)OC(C)=O (Acetic anhydride), OC=1C(=C2CCC(OC2=C(C1C)C)(C)OC)C (6-hydroxy-2-methoxy-2,5,7,8-tetramethylchroman), ice water. Run in N1=CC=CC=C1 (pyridine). Reaction conditions: time 18 hour. The product is C(C)(=O)OC=1C(=C2CCC(OC2=C(C1C)C)(C)OC)C (6-acetoxy-2-methoxy-2,5,7,8-tetramethylchroman). RXN SMILES: [C:1](OC(=O)C)(=[O:3])[CH3:2].[OH:8][C:9]1[C:10]([CH3:24])=[C:11]2[C:16](=[C:17]([CH3:20])[C:18]=1[CH3:19])[O:15][C:14]([O:22][CH3:23])([CH3:21])[CH2:13][CH2:12]2>N1C=CC=CC=1>[C:1]([O:8][C:9]1[C:10]([CH3:24])=[C:11]2[C:16](=[C:17]([CH3:20])[C:18]=1[CH3:19])[O:15][C:14]([O:22][CH3:23])([CH3:21])[CH2:13][CH2:12]2)(=[O:3])[CH3:2]. Procedure details: Acetic anhydride (135 mL) was added dropwise to a solution of 6-hydroxy-2-methoxy-2,5,7,8-tetramethylchroman (71.8 g, 303.85 mmol) in pyridine (90 mL) which was cooled by an ice/water bath. After the addition was complete, the reaction mixture was allowed to warm to ambient temperature. After stirring at ambient temperature for 18 h, the reaction mixture was added to 1 L of ice water. This mixture was allowed to stir for 2 h and was then extracted with diethyl ether (3×200 mL). The combined orga...